Dataset: the Open Reaction Database (ORD), a public repository of structured organic reaction records. Task: describe an organic reaction: reactants, conditions, products, and yield Starting materials: BrN1C(CCC1=O)=O (N-bromosuccinimide), ClC1=CC=C(C(=O)C2=C(C=C(C=C2)C)Cl)C=C1 (4-(4-chlorobenzoyl)-3-chlorotoluene). The reagents and catalysts are C(C1=CC=CC=C1)(=O)OOC(C1=CC=CC=C1)=O (dibenzoylperoxide), C(C1=CC=CC=C1)(=O)OOC(C1=CC=CC=C1)=O (dibenzoylperoxide). Run in C1=CC=CC=C1 (benzene). The product is ClC1=CC=C(C(=O)C2=C(C=C(CBr)C=C2)Cl)C=C1 (4-(4-chlorobenzoyl)-3-chlorobenzyl bromide). Isolated yield 49.2%. Reaction SMILES: [Cl:1][C:2]1[CH:17]=[CH:16][C:5]([C:6]([C:8]2[CH:13]=[CH:12][C:11]([CH3:14])=[CH:10][C:9]=2[Cl:15])=[O:7])=[CH:4][CH:3]=1.[Br:18]N1C(=O)CCC1=O>C1C=CC=CC=1.C(OOC(=O)C1C=CC=CC=1)(=O)C1C=CC=CC=1>[Cl:1][C:2]1[CH:17]=[CH:16][C:5]([C:6]([C:8]2[CH:13]=[CH:12][C:11]([CH2:14][Br:18])=[CH:10][C:9]=2[Cl:15])=[O:7])=[CH:4][CH:3]=1. Procedure details: A stirred refluxing solution of 4-(4-chlorobenzoyl)-3-chlorotoluene (2.65 g, 9.99 mmol) and dibenzoylperoxide (100 mg, 0.413 mmol) in benzene (100 ml) was treated in portions with an intimate mixture of N-bromosuccinimide (2.2 g, 12. mmol) and dibenzoylperoxide (100 mg, 0.413 mmol). The mixture was refluxed 1.5 hours, cooled, and filtered. The filtrate was evaporated under vacuum, triturated with diethyl ether (100 ml), and filtered. The filtrate was evaporated under vacuum and the residue was c...